From a dataset of the Open Reaction Database (ORD), a public repository of structured organic reaction records. describe an organic reaction: reactants, conditions, products, and yield Starting materials: Cl.ClC1=CC=C(CN(N)C2=CC=C(C=C2)F)C=C1 (1-[4-chlorobenzyl]-1-[4-fluorophenyl]hydrazine hydrochloride), COC(C(CCC(CC)=O)(C)C)=O (methyl-2,2-dimethyl-5-oxoheptanoate). Solvent: C(C)(C)(C)O (t-butanol). The product is ClC1=CC=C(CN2C(=C(C3=CC(=CC=C23)F)C)CCC(C(=O)O)(C)C)C=C1 (4-[1-(4-chlorobenzyl)-5-fluoro-3-methyl-1H-indol-2-yl]-2,2-dimethyl butanoic acid). RXN SMILES: Cl.[Cl:2][C:3]1[CH:18]=[CH:17][C:6]([CH2:7][N:8]([C:10]2[CH:15]=[CH:14][C:13]([F:16])=[CH:12][CH:11]=2)N)=[CH:5][CH:4]=1.C[O:20][C:21](=[O:31])[C:22]([CH3:30])([CH3:29])[CH2:23][CH2:24][C:25](=O)[CH2:26][CH3:27]>C(O)(C)(C)C>[Cl:2][C:3]1[CH:18]=[CH:17][C:6]([CH2:7][N:8]2[C:10]3[C:15](=[CH:14][C:13]([F:16])=[CH:12][CH:11]=3)[C:26]([CH3:27])=[C:25]2[CH2:24][CH2:23][C:22]([CH3:30])([CH3:29])[C:21]([OH:31])=[O:20])=[CH:5][CH:4]=1 |f:0.1|. Procedure details: Following the method of Example 2, but using 1-[4-chlorobenzyl]-1-[4-fluorophenyl]hydrazine hydrochloride and methyl-2,2-dimethyl-5-oxoheptanoate as starting materials, in t-butanol as solvent, the title compound was prepared. As a reaction SMILES: [CH3:1][O:2][C:3]([CH:4]([CH2:5][c:6]1[cH:7][cH:8][c:9](-[c:12]2[cH:13][cH:14][cH:15][cH:16][cH:17]2)[cH:10][cH:11]1)[NH:18][C:19](=[O:20])[c:21]1[n:22][c:23]2[cH:24][cH:25][c:26]([O:34][c:35]3[cH:36][cH:37][c:38]([C:41]([CH3:42])([CH3:43])[CH3:44])[cH:39][cH:40]3)[cH:27][c:28]2[n:29][c:30]1[S:31][CH2:32][CH3:33])=[O:45].[Cl:46][CH2:47][Cl:48]>>[O:2]=[C:3]([CH:4]([CH2:5][c:6]1[cH:7][cH:8][c:9](-[c:12]2[cH:13][cH:14][cH:15][cH:16][cH:17]2)[cH:10][cH:11]1)[NH:18][C:19](=[O:20])[c:21]1[n:22][c:23]2[cH:24][cH:25][c:26]([O:34][c:35]3[cH:36][cH:37][c:38]([C:41]([CH3:42])([CH3:43])[CH3:44])[cH:39][cH:40]3)[cH:27][c:28]2[n:29][c:30]1[S:31][CH2:32][CH3:33])[OH:45]. Reactants: CCSc1nc2cc(Oc3ccc(C(C)(C)C)cc3)ccc2nc1C(=O)NC(Cc1ccc(-c2ccccc2)cc1)C(=O)OC, ClCCl. Product: CCSc1nc2cc(Oc3ccc(C(C)(C)C)cc3)ccc2nc1C(=O)NC(Cc1ccc(-c2ccccc2)cc1)C(=O)O.